From a dataset of the Open Reaction Database (ORD), a public repository of structured organic reaction records. describe an organic reaction: reactants, conditions, products, and yield Starting materials: FC=1C=C(C(=O)O)C=CC1C1=NC=C(C=N1)OCCCCCCCC (3-Fluoro-4-(5-n-octyloxypyrimidine-2-yl)benzoic acid), S(=O)(Cl)Cl (thionyl chloride). The product is FC=1C=C(C(=O)Cl)C=CC1C1=NC=C(C=N1)OCCCCCCCC (3-fluoro-4-(5-n-octyloxypyrimidine-2-yl)benzoic acid chloride). As a reaction SMILES: [F:1][C:2]1[CH:3]=[C:4]([CH:8]=[CH:9][C:10]=1[C:11]1[N:16]=[CH:15][C:14]([O:17][CH2:18][CH2:19][CH2:20][CH2:21][CH2:22][CH2:23][CH2:24][CH3:25])=[CH:13][N:12]=1)[C:5](O)=[O:6].S(Cl)([Cl:28])=O>>[F:1][C:2]1[CH:3]=[C:4]([CH:8]=[CH:9][C:10]=1[C:11]1[N:16]=[CH:15][C:14]([O:17][CH2:18][CH2:19][CH2:20][CH2:21][CH2:22][CH2:23][CH2:24][CH3:25])=[CH:13][N:12]=1)[C:5]([Cl:28])=[O:6]. Reported procedure: 3-Fluoro-4-(5-n-octyloxypyrimidine-2-yl)benzoic acid (1.70 g) was heated together with excess thionyl chloride for 8 hours under reflux and thereafter, unaltered thionyl chloride was distilled off to obtain 3-fluoro-4-(5-n-octyloxypyrimidine-2-yl)benzoic acid chloride.